Dataset: the Open Reaction Database (ORD), a public repository of structured organic reaction records. Task: describe an organic reaction: reactants, conditions, products, and yield The reactants are ClCCl (Dichloromethane), FC1=C(C=CC(=C1)F)N1NC=2[C@]3(CC[C@@H](C2C1=O)C3(C)C)C ((4R,7S)-2-(2,4-difluoro-phenyl)-7,8,8-trimethyl-1,2,4,5,6,7-hexahydro-4,7-methano-indazol-3-one), FC1=C(C=CC(=C1)F)N1NC=2[C@]3(CC[C@@H](C2C1=O)C3(C)C)C ((4R,7S)-2-(2,4-difluoro-phenyl)-7,8,8-trimethyl-1,2,4,5,6,7-hexahydro-4,7-methano-indazol-3-one), BrCC1=CC=C(C(=O)OC)C=C1 (methyl 4-(bromomethyl)benzoate). Reagents/catalysts: [I-].C(CCC)[N+](CCCC)(CCCC)CCCC (tetrabutylammonium iodide). Solvent: CN(C=O)C (dimethylformamide). Product: COC(C1=CC=C(C=C1)CN1N(C(C=2[C@@H]3CC[C@](C12)(C3(C)C)C)=O)C3=C(C=C(C=C3)F)F)=O (4-[(4R,7S)-2-(2,4-difluoro-phenyl)-7,8,8-trimethyl-3-oxo-2,3,4,5,6,7-hexahydro-4,7-methano-indazol-1-ylmethyl]-benzoic acid methyl ester). Yield: 48.9%. Reaction SMILES: [F:1][C:2]1[CH:7]=[C:6]([F:8])[CH:5]=[CH:4][C:3]=1[N:9]1[C:17](=[O:18])[C:16]2[C@H:15]3[C:19]([CH3:21])([CH3:20])[C@:12]([CH3:22])([CH2:13][CH2:14]3)[C:11]=2[NH:10]1.Br[CH2:24][C:25]1[CH:34]=[CH:33][C:28]([C:29]([O:31][CH3:32])=[O:30])=[CH:27][CH:26]=1.ClCCl>[I-].C([N+](CCCC)(CCCC)CCCC)CCC.CN(C)C=O>[CH3:32][O:31][C:29](=[O:30])[C:28]1[CH:33]=[CH:34][C:25]([CH2:24][N:10]2[C:11]3[C@:12]4([CH3:22])[C:19]([CH3:21])([CH3:20])[C@@H:15]([CH2:14][CH2:13]4)[C:16]=3[C:17](=[O:18])[N:9]2[C:3]2[CH:4]=[CH:5][C:6]([F:8])=[CH:7][C:2]=2[F:1])=[CH:26][CH:27]=1 |f:3.4|. Reported procedure: A solution of (4R,7S)-2-(2,4-difluoro-phenyl)-7,8,8-trimethyl-1,2,4,5,6,7-hexahydro-4,7-methano-indazol-3-one (Intermediate 42; 300 mg, 0.99 mmol), tetrabutylammonium iodide (270 mg, 0.7 mmol) and methyl 4-(bromomethyl)benzoate (1.00 g, 4.37 mmol) in dimethylformamide (10 mL) was heated at 100° C. for 3 h. The reaction mixture was allowed to cool. Dichloromethane (100 mL) was added, and the solution was washed with (5×25 mL), aqueous sodium thiosulfate (25 mL), and brine (25 mL), dried (magnesiu... Reactants: BrC1=CC(=C(C=C1)NC1=NC(=NC=C1C(F)(F)F)NC1=CC=C(CP(OCC)(OCC)=O)C=C1)C(NC)=O (Diethyl (4-{[4-{[4-bromo-2-(methylcarbamoyl)phenyl]amino}-5-(trifluoromethyl)pyrimidin-2-yl]amino}benzyl)phosphonate), C(C(C)C)N1N=CC(=C1)B1OC(C(O1)(C)C)(C)C (1-isobutyl-4-(4,4,5,5-tetramethyl-1,3,2-dioxaborolan-2-yl)-1H-pyrazole). The product is CNC(=O)C1=C(C=CC(=C1)C=1C=NN(C1)CC(C)C)NC1=NC(=NC=C1C(F)(F)F)NC1=CC=C(CP(OCC)(OCC)=O)C=C1 (Diethyl (4-{[4-({2-(methylcarbamoyl)-4-[1-(2-methylpropyl)-1H-pyrazol-4-yl]phenyl}amino)-5-(trifluoromethyl)pyrimidin-2-yl]amino}benzyl)phosphonate). As a reaction SMILES: Br[C:2]1[CH:7]=[CH:6][C:5]([NH:8][C:9]2[C:14]([C:15]([F:18])([F:17])[F:16])=[CH:13][N:12]=[C:11]([NH:19][C:20]3[CH:34]=[CH:33][C:23]([CH2:24][P:25](=[O:32])([O:29][CH2:30][CH3:31])[O:26][CH2:27][CH3:28])=[CH:22][CH:21]=3)[N:10]=2)=[C:4]([C:35](=[O:38])[NH:36][CH3:37])[CH:3]=1.[CH2:39]([N:43]1[CH:47]=[C:46](B2OC(C)(C)C(C)(C)O2)[CH:45]=[N:44]1)[CH:40]([CH3:42])[CH3:41]>>[CH3:37][NH:36][C:35]([C:4]1[CH:3]=[C:2]([C:46]2[CH:45]=[N:44][N:43]([CH2:39][CH:40]([CH3:42])[CH3:41])[CH:47]=2)[CH:7]=[CH:6][C:5]=1[NH:8][C:9]1[C:14]([C:15]([F:16])([F:18])[F:17])=[CH:13][N:12]=[C:11]([NH:19][C:20]2[CH:21]=[CH:22][C:23]([CH2:24][P:25](=[O:32])([O:26][CH2:27][CH3:28])[O:29][CH2:30][CH3:31])=[CH:33][CH:34]=2)[N:10]=1)=[O:38]. Procedure details: The title compound was prepared using the procedure from Example 97 with Diethyl (4-{[4-{[4-bromo-2-(methylcarbamoyl)phenyl]amino}-5-(trifluoromethyl)pyrimidin-2-yl]amino}benzyl)phosphonate (Example 106) and the commercially available 1-isobutyl-4-(4,4,5,5-tetramethyl-1,3,2-dioxaborolan-2-yl)-1H-pyrazole. MS (ES+): m/z 666.20(100) [MH+]; HPLC: tR=3.60 min (ZQ3, polar—5 min). Starting materials: C(CC(C)C)OC1=C(C2=CC=CC=C2C=C1)C=O (2-(isopentyloxy)-1-naphthaldehyde), OC1=CC=C(C2=CC=CC=C12)C=O (4-hydroxy-1-naphthaldehyde), BrCCC(C)C (1-bromo-3-methylbutane). The product is C(CC(C)C)OC1=CC=C(C2=CC=CC=C12)C=O (4-(ISOPENTYLOXY)-1-NAPHTHALDEHYDE). As a reaction SMILES: C(O[C:7]1[CH:16]=[CH:15][C:14]2[C:9](=[CH:10][CH:11]=[CH:12][CH:13]=2)[C:8]=1[CH:17]=[O:18])CC(C)C.[OH:19][C:20]1[C:29]2[C:24](=[CH:25]C=CC=2)[C:23](C=O)=CC=1.BrCCC(C)C>>[CH2:20]([O:19][C:15]1[C:14]2[C:9](=[CH:10][CH:11]=[CH:12][CH:13]=2)[C:8]([CH:17]=[O:18])=[CH:7][CH:16]=1)[CH2:29][CH:24]([CH3:25])[CH3:23]. Reported procedure: Prepared according to the Procedure for 2-(isopentyloxy)-1-naphthaldehyde using 4-hydroxy-1-naphthaldehyde and 1-bromo-3-methylbutane. The reactants are BrC=1C=C2CCCC(C2=CC1)(C)C (6-bromo-1,2,3,4-tetrahydro-1,1-dimethylnaphthalene), [Li]CCCC (n-BuLi), C(C)(C)OB(OC(C)C)OC(C)C (triisopropylborate). Solvent: Cl (HCl), C1(=CC=CC=C1)C (toluene). Run at temperature -78 celsius, time 45 minute. Product: CC1(C=2C=CC(=CC2CCC1)B(O)O)C ((5,6,7,8-Tetrahydro-5,5-dimethylnaphth-2-yl)boronic acid). Reaction SMILES: Br[C:2]1[CH:3]=[C:4]2[C:9](=[CH:10][CH:11]=1)[C:8]([CH3:13])([CH3:12])[CH2:7][CH2:6][CH2:5]2.[Li]CCCC.C([O:22][B:23](OC(C)C)[O:24]C(C)C)(C)C>C1(C)C=CC=CC=1.Cl>[CH3:12][C:8]1([CH3:13])[CH2:7][CH2:6][CH2:5][C:4]2[CH:3]=[C:2]([B:23]([OH:24])[OH:22])[CH:11]=[CH:10][C:9]1=2. Procedure details: To a cold (-78° C.) solution of 2.02 g (8.4 mmol) of 6-bromo-1,2,3,4-tetrahydro-1,1-dimethylnaphthalene in 11.0 mL of toluene, was added 4.6 g (6.8 mL, 10.9 mmol, 1.6M in hexane) of n-BuLi. The resulting solution was stirred at -78° C. for 45 min. and then 2.40 g (3.0 mL, 12.7 mmol) of triisopropylborate was dropwise added and the reaction stirred at room temperature for 12 h. The reaction was then diluted with 10% HCl, and extracted with ether (2×). The combined organic layer was washed with br... Reactants: C(C1=CC=CC=C1)(=O)NC(CCCCC(=O)OCC)C1=CC2=CC=CC=C2C=C1 (ethyl 6-benzoylamino-6-(2-naphthyl)hexanoate), Cl.NO (hydroxylamine hydrochloride), suspension, C[O-].[Na+].CO (sodium methoxide methanol). The solvent is CO (methanol), O (water). Conditions: time 2 hour. The product is C(C1=CC=CC=C1)(=O)NC(CCCCC(=O)NO)C1=CC2=CC=CC=C2C=C1 (6-Benzoylamino-6-(2-naphthyl)hexanohydroxamic acid). The yield is 41.4%. Reaction SMILES: [C:1]([NH:9][CH:10]([C:20]1[CH:29]=[CH:28][C:27]2[C:22](=[CH:23][CH:24]=[CH:25][CH:26]=2)[CH:21]=1)[CH2:11][CH2:12][CH2:13][CH2:14][C:15](OCC)=[O:16])(=[O:8])[C:2]1[CH:7]=[CH:6][CH:5]=[CH:4][CH:3]=1.Cl.[NH2:31][OH:32].C[O-].[Na+].CO>CO.O>[C:1]([NH:9][CH:10]([C:20]1[CH:29]=[CH:28][C:27]2[C:22](=[CH:23][CH:24]=[CH:25][CH:26]=2)[CH:21]=1)[CH2:11][CH2:12][CH2:13][CH2:14][C:15]([NH:31][OH:32])=[O:16])(=[O:8])[C:2]1[CH:7]=[CH:6][CH:5]=[CH:4][CH:3]=1 |f:1.2,3.4.5|. Procedure details: Ethyl 6-benzoylamino-6-(2-naphthyl)hexanoate (Reference Example 25) (0.8 g) and hydroxylamine hydrochloride (0.71 g) were suspended in methanol. To this suspension (4.2 ml) was added 4.9N sodium methoxide/methanol (4.9 ml) and the mixture was stirred at room temperature for 2 hours. This reaction mixture was diluted with water and the methanol was distilled off under reduced pressure. The residue was acidified with 3N HCl and extracted with ethyl acetate. The extract was dried over anhydrous sod... The product is CCOC(=O)c1ccc(-c2ccccc2C#N)c(OC)c1. Starting materials: N#Cc1ccccc1B(O)O, O=C([O-])[O-], CCOC(=O)c1ccc(OS(=O)(=O)C(F)(F)F)c(OC)c1, CCOC(C)=O, [Cs+], [Cs+], C1CCOC1, O. RXN SMILES: [C:22](#[N:23])[c:24]1[c:25]([B:30]([OH:31])[OH:32])[cH:26][cH:27][cH:28][cH:29]1.[C:33](=[O:34])([O-:35])[O-:36].[CH3:1][O:2][c:3]1[cH:4][c:5]([C:6](=[O:7])[O:8][CH2:9][CH3:10])[cH:11][cH:12][c:13]1[O:14][S:15]([C:16]([F:17])([F:18])[F:19])(=[O:20])=[O:21].[CH3:39][CH2:40][O:41][C:42](=[O:43])[CH3:44].[Cs+:37].[Cs+:38].[O:45]1[CH2:46][CH2:47][CH2:48][CH2:49]1.[OH2:50]>>[CH3:1][O:2][c:3]1[cH:4][c:5]([C:6](=[O:7])[O:8][CH2:9][CH3:10])[cH:11][cH:12][c:13]1-[c:25]1[c:24]([C:22]#[N:23])[cH:29][cH:28][cH:27][cH:26]1.